Dataset: the Open Reaction Database (ORD), a public repository of structured organic reaction records. Task: describe an organic reaction: reactants, conditions, products, and yield The reactants are [Li]CCCC, CC(C)Cn1cnc2cnc3ccccc3c21, CN(C)C=O, C1CCOC1. Yields the product CC(C)Cn1c(C=O)nc2cnc3ccccc3c21. As a reaction SMILES: [CH2:1]([Li:2])[CH2:3][CH2:4][CH3:5].[CH3:6][CH:7]([CH2:8][n:9]1[cH:10][n:11][c:12]2[cH:13][n:14][c:15]3[cH:16][cH:17][cH:18][cH:19][c:20]3[c:21]12)[CH3:22].[O:23]=[CH:24][N:25]([CH3:26])[CH3:27].[O:28]1[CH2:29][CH2:30][CH2:31][CH2:32]1>>[CH3:6][CH:7]([CH2:8][n:9]1[c:10]([CH:24]=[O:23])[n:11][c:12]2[cH:13][n:14][c:15]3[cH:16][cH:17][cH:18][cH:19][c:20]3[c:21]12)[CH3:22]. Reactants: N1=CC=CC=C1 (Pyridine), BrC1=C(C=CC(=C1)NC(C(F)(F)F)=O)S(=O)(=O)Cl (2-bromo-4-(2,2,2-trifluoroacetamido)benzene-1-sulfonyl chloride), NC=1C=CC2=C(B(OC2)O)C1 (6-aminobenzo[c][1,2]oxaborol-1(3H)-ol). The solvent is C(C)#N (acetonitrile). Reaction conditions: time 8 hour. Yields the product BrC=1C=C(C=CC1S(NC=1C=CC2=C(B(OC2)O)C1)(=O)=O)NC(C(F)(F)F)=O (N-(3-bromo-4-(N-(1-hydroxy-1,3-dihydrobenzo[c][1,2]oxaborol-6-yl)sulfamoyl)phenyl)-2,2,2-trifluoroacetamide). RXN SMILES: N1C=CC=CC=1.[Br:7][C:8]1[CH:13]=[C:12]([NH:14][C:15](=[O:20])[C:16]([F:19])([F:18])[F:17])[CH:11]=[CH:10][C:9]=1[S:21](Cl)(=[O:23])=[O:22].[NH2:25][C:26]1[CH:27]=[CH:28][C:29]2[CH2:33][O:32][B:31]([OH:34])[C:30]=2[CH:35]=1>C(#N)C>[Br:7][C:8]1[CH:13]=[C:12]([NH:14][C:15](=[O:20])[C:16]([F:19])([F:18])[F:17])[CH:11]=[CH:10][C:9]=1[S:21](=[O:23])(=[O:22])[NH:25][C:26]1[CH:27]=[CH:28][C:29]2[CH2:33][O:32][B:31]([OH:34])[C:30]=2[CH:35]=1. Reported procedure: Pyridine (1.5 equiv) was added dropwise to the cooled suspension of the crude 2-bromo-4-(2,2,2-trifluoroacetamido)benzene-1-sulfonyl chloride (24 g, 0.06 mol) and 6-aminobenzo[c][1,2]oxaborol-1(3H)-ol (1.2 eq) in acetonitrile (300 ml) at 0° C. over 10 min. The r×n mix was stirred overnight. The solid was filtered and washed with EtOAc. The filtrate was washed with, H2O, brine, dried over MgSO4, filtered, and concentrated to dryness to give crude N-(3-bromo-4-(N-(1-hydroxy-1,3-dihydrobenzo[c][1,2... Starting materials: solution, BrCCO[Si](C)(C)C(C)(C)C ((2-bromoethoxy)-tert-butyldimethylsilane), O (Water), OC1CCN(CC1)C(=O)OC(C)(C)C (tert-butyl 4-hydroxy-1-piperidine carboxylate), [H-].[Na+] (sodium hydride). Run in CN(C=O)C (dimethylformamide), CN(C=O)C (dimethylformamide). Reaction conditions: time 4 hour. Yields the product [Si](C)(C)(C(C)(C)C)OCCOC1CCN(CC1)C(=O)OC(C)(C)C (Tert-butyl 4-(2-{[tert-butyl(dimethyl)silyl]oxy}ethoxy)piperidine-1-carboxylate). Yield: 18.5%. Reaction SMILES: [OH:1][CH:2]1[CH2:7][CH2:6][N:5]([C:8]([O:10][C:11]([CH3:14])([CH3:13])[CH3:12])=[O:9])[CH2:4][CH2:3]1.[H-].[Na+].Br[CH2:18][CH2:19][O:20][Si:21]([C:24]([CH3:27])([CH3:26])[CH3:25])([CH3:23])[CH3:22].O>CN(C)C=O>[Si:21]([O:20][CH2:19][CH2:18][O:1][CH:2]1[CH2:3][CH2:4][N:5]([C:8]([O:10][C:11]([CH3:14])([CH3:13])[CH3:12])=[O:9])[CH2:6][CH2:7]1)([C:24]([CH3:27])([CH3:26])[CH3:25])([CH3:23])[CH3:22] |f:1.2|. Procedure details: 5.00 g (24.8 mmol) of tert-butyl 4-hydroxy-1-piperidine carboxylate was dissolved in 100 mL of dimethylformamide and 1.08 g (24.8 mmol) of sodium hydride (55% or more, oily) was added thereto under ice-cooling, followed by stirring of the mixture at room temperature for 4 hours. Thereafter, 20 mL of a solution of 6.54 g (27.3 mmol) of (2-bromoethoxy)-tert-butyldimethylsilane in dimethylformamide was added dropwise to the reaction mixture under ice-cooling and the mixture was stirred at room temp... The reactants are CC1(OCCO1)C1=CC=C(O1)CN1N=CC(=C1)N (1-[5-(2-methyl-[1,3]dioxolan-2-yl)-furan-2-ylmethyl]-1H-pyrazol-4-ylamine), FC=1C=C(C=CC1)C1=C(N=CO1)C(=O)O (5-(3-fluoro-phenyl)-oxazole-4-carboxylic acid), 01b. Product: C(C)(=O)C1=CC=C(O1)CN1N=CC(=C1)NC(=O)C=1N=COC1C1=CC(=CC=C1)F (5-(3-Fluoro-phenyl)-oxazole-4-carboxylic acid [1-(5-acetyl-furan-2-ylmethyl)-1H-pyrazol-4-yl]-amide). Reaction SMILES: [CH3:1][C:2]1([C:7]2[O:11][C:10]([CH2:12][N:13]3[CH:17]=[C:16]([NH2:18])[CH:15]=[N:14]3)=[CH:9][CH:8]=2)[O:6]CCO1.[F:19][C:20]1[CH:21]=[C:22]([C:26]2[O:30][CH:29]=[N:28][C:27]=2[C:31](O)=[O:32])[CH:23]=[CH:24][CH:25]=1>>[C:2]([C:7]1[O:11][C:10]([CH2:12][N:13]2[CH:17]=[C:16]([NH:18][C:31]([C:27]3[N:28]=[CH:29][O:30][C:26]=3[C:22]3[CH:23]=[CH:24][CH:25]=[C:20]([F:19])[CH:21]=3)=[O:32])[CH:15]=[N:14]2)=[CH:9][CH:8]=1)(=[O:6])[CH3:1]. Procedure: Following general procedure B followed by T, starting from 1-[5-(2-methyl-[1,3]dioxolan-2-yl)-furan-2-ylmethyl]-1H-pyrazol-4-ylamine and 5-(3-fluoro-phenyl)-oxazole-4-carboxylic acid. LC-MS-conditions 01b: tR=0.91 min; [M+H]+=395.12. The reactants are B(Br)(Br)Br (Boron tribromide), C(CCC)NC(CCCCCCCCCC[C@H]1[C@H]2[C@@H]3CC[C@@H]([C@@]3(C)CC[C@@H]2C=2C=CC(=CC2C1)OC)O)=S (N-n-butyl-11-(17β-hydroxy-3-methoxyoestra-1,3,5(10)-trien-7α-yl)thioundecanamide), C([O-])(O)=O.[Na+] (sodium bicarbonate). The solvent is C(Cl)Cl (methylene chloride). Conditions: temperature -20 celsius, time 4 hour. Product: C(CCC)NC(CCCCCCCCCC[C@H]1[C@H]2[C@@H]3CC[C@@H]([C@@]3(C)CC[C@@H]2C=2C=CC(=CC2C1)O)O)=S (N-n-butyl-11-(3,17β-dihydroxyoestra-1,3,5(10)-trien-7α-yl)thioundecanamide). RXN SMILES: B(Br)(Br)Br.[CH2:5]([NH:9][C:10](=[S:42])[CH2:11][CH2:12][CH2:13][CH2:14][CH2:15][CH2:16][CH2:17][CH2:18][CH2:19][CH2:20][C@@H:21]1[CH2:38][C:37]2[CH:36]=[C:35]([O:39]C)[CH:34]=[CH:33][C:32]=2[C@@H:31]2[C@@H:22]1[C@H:23]1[C@@:27]([CH2:29][CH2:30]2)([CH3:28])[C@@H:26]([OH:41])[CH2:25][CH2:24]1)[CH2:6][CH2:7][CH3:8].C(=O)(O)[O-].[Na+]>C(Cl)Cl>[CH2:5]([NH:9][C:10](=[S:42])[CH2:11][CH2:12][CH2:13][CH2:14][CH2:15][CH2:16][CH2:17][CH2:18][CH2:19][CH2:20][C@@H:21]1[CH2:38][C:37]2[CH:36]=[C:35]([OH:39])[CH:34]=[CH:33][C:32]=2[C@@H:31]2[C@@H:22]1[C@H:23]1[C@@:27]([CH2:29][CH2:30]2)([CH3:28])[C@@H:26]([OH:41])[CH2:25][CH2:24]1)[CH2:6][CH2:7][CH3:8] |f:2.3|. Procedure details: Boron tribromide (0.5 ml.) was added to a stirred solution of the above thioamide (0.061 g.) in methylene chloride (3 ml.) which was cooled to -20° C., and the mixture was stirred at that temperature for 4 hours and then poured into saturated aqueous sodium bicarbonate solution (2 ml.). The mixture was extracted three times with methylene chloride (2 ml. each time) and the combined extracts were washed with water, dried and evaporated to dryness. The residue was purified by chromatography as des... The reactants are N#Cc1cccc(C(=O)Cl)c1, C=C(C)OC(C)=O, C[Si](C)(C)C(C(=O)[O-])(C(=O)[O-])[Si](C)(C)C, [Li]CCCC, O=C(O)C(F)(F)F. As a reaction SMILES: [C:1](#[N:2])[c:3]1[cH:4][c:5]([C:6](=[O:7])[Cl:8])[cH:9][cH:10][cH:11]1.[C:39]([O:40][C:41]([CH3:42])=[CH2:43])(=[O:44])[CH3:45].[CH3:12][Si:13]([C:16]([Si:14]([CH3:15])([CH3:20])[CH3:21])([C:17](=[O:18])[O-:19])[C:22]([O-:23])=[O:24])([CH3:25])[CH3:26].[CH3:27][CH2:28][CH2:29][CH2:30][Li:31].[F:32][C:33]([F:34])([F:35])[C:36]([OH:37])=[O:38]>>[C:1](#[N:2])[c:3]1[cH:4][c:5]([C:6](=[O:7])[CH2:16][C:17](=[O:18])[OH:19])[cH:9][cH:10][cH:11]1. Product: N#Cc1cccc(C(=O)CC(=O)O)c1. Starting materials: C(C)(=O)OC(C)=O (acetic anhydride), C(C1=CC=CC=C1)(C1=CC=CC=C1)(C1=CC=CC=C1)N1C=NC(=C1)CO (1-trityl-4-hydroxymethyl-1H-imidazole), CCOC(=O)C (EtOAc). The solvent is N1=CC=CC=C1 (pyridine). Yields the product C(C)(=O)OCC=1N=CN(C1)C(C1=CC=CC=C1)(C1=CC=CC=C1)C1=CC=CC=C1 (4-acetoxymethyl-1-tritylimidazole). As a reaction SMILES: [C:1]([N:20]1[CH:24]=[C:23]([CH2:25][OH:26])[N:22]=[CH:21]1)([C:14]1[CH:19]=[CH:18][CH:17]=[CH:16][CH:15]=1)([C:8]1[CH:13]=[CH:12][CH:11]=[CH:10][CH:9]=1)[C:2]1[CH:7]=[CH:6][CH:5]=[CH:4][CH:3]=1.[C:27](OC(=O)C)(=[O:29])[CH3:28].CCOC(C)=O>N1C=CC=CC=1>[C:27]([O:26][CH2:25][C:23]1[N:22]=[CH:21][N:20]([C:1]([C:14]2[CH:15]=[CH:16][CH:17]=[CH:18][CH:19]=2)([C:8]2[CH:9]=[CH:10][CH:11]=[CH:12][CH:13]=2)[C:2]2[CH:7]=[CH:6][CH:5]=[CH:4][CH:3]=2)[CH:24]=1)(=[O:29])[CH3:28]. Procedure details: To a suspension of the title A compound 1-trityl-4-hydroxymethyl-1H-imidazole (34.5 g, 101 mmol) in pyridine (200 mL) is added acetic anhydride (28.6 mL, 303 mmol) in a dropwise fashion and the reaction is stirred until it becomes clear. The reaction mixture is poured into EtOAc and then washed with 0.5N aqueous HCl, saturated aqueous sodium bicarbonate and brine. The combined organic phases are dried over anhydrous sodium sulfate and then filtered through a silica pad yielding a solid after rem...